Dataset: the Open Reaction Database (ORD), a public repository of structured organic reaction records. Task: describe an organic reaction: reactants, conditions, products, and yield Starting materials: COC(C[C@@H]1COC2=C1C=CC(=C2)O[C@@H]2CCC1=C(C(=CC=C21)C(F)(F)F)Br)=O ({(S)-6-[(R)-4-bromo-5-trifluoromethyl-indan-1-yloxy]-2,3-dihydro-benzofuran-3-yl}-acetic acid methyl ester), [Br-].C(#N)C1=C(C[Zn+])C=CC=C1 (2-cyano-benzylzinc bromide), Intermediate 1. The reagents and catalysts are C(C)(C)C1=C(C(=CC=C1)C(C)C)N1C(N(C=C1)C1=C(C=CC=C1C(C)C)C(C)C)=[Pd-3](C1=NC=CC=C1Cl)(Cl)Cl ([1,3-bis(2,6-diisopropylphenyl)imidazol-2-ylidene]-(3-chloropyridyl)-palladium(II) dichloride). Product: COC(C[C@@H]1COC2=C1C=CC(=C2)O[C@@H]2CCC1=C(C(=CC=C21)C(F)(F)F)CC2=C(C=CC=C2)C#N)=O ({(S)-6-[(R)-4-(2-Cyano-benzyl)-5-trifluoromethyl-indan-1-yloxy]-2,3-dihydro-benzofuran-3-yl}-acetic acid methyl ester). RXN SMILES: [CH3:1][O:2][C:3](=[O:29])[CH2:4][C@H:5]1[C:9]2[CH:10]=[CH:11][C:12]([O:14][C@H:15]3[C:23]4[C:18](=[C:19](Br)[C:20]([C:24]([F:27])([F:26])[F:25])=[CH:21][CH:22]=4)[CH2:17][CH2:16]3)=[CH:13][C:8]=2[O:7][CH2:6]1.[Br-].[C:31]([C:33]1[CH:40]=[CH:39][CH:38]=[CH:37][C:34]=1[CH2:35][Zn+])#[N:32]>C(C1C=CC=C(C(C)C)C=1N1C=CN(C2C(C(C)C)=CC=CC=2C(C)C)C1=[Pd-3](Cl)(Cl)C1C(Cl)=CC=CN=1)(C)C>[CH3:1][O:2][C:3](=[O:29])[CH2:4][C@H:5]1[C:9]2[CH:10]=[CH:11][C:12]([O:14][C@H:15]3[C:23]4[C:18](=[C:19]([CH2:35][C:34]5[CH:37]=[CH:38][CH:39]=[CH:40][C:33]=5[C:31]#[N:32])[C:20]([C:24]([F:27])([F:26])[F:25])=[CH:21][CH:22]=4)[CH2:17][CH2:16]3)=[CH:13][C:8]=2[O:7][CH2:6]1 |f:1.2|. Reported procedure: The title compound is prepared from {(S)-6-[(R)-4-bromo-5-trifluoromethyl-indan-1-yloxy]-2,3-dihydro-benzofuran-3-yl}-acetic acid methyl ester and 2-cyano-benzylzinc bromide following a procedure analogous to that described in Step 6 of Intermediate 1; [1,3-bis(2,6-diisopropylphenyl)imidazol-2-ylidene]-(3-chloropyridyl)-palladium(II) dichloride (Pd-PEPPSI-IPr) is used as catalyst. LC (method 6): tR=1.23 min; Mass spectrum (ESI+): m/z=508 [M+H]+. Reactants: Fc1ccccc1Br, [Li]C(C)(C)C, C1CCOC1, CON(C)C(=O)c1ccc2nc(N)c(-c3ccccc3)n2c1, O. Yields the product Nc1nc2ccc(C(=O)c3ccccc3F)cn2c1-c1ccccc1. As a reaction SMILES: [Br:1][c:2]1[c:3]([F:8])[cH:4][cH:5][cH:6][cH:7]1.[C:9]([Li:10])([CH3:11])([CH3:12])[CH3:13].[CH2:37]1[O:38][CH2:39][CH2:40][CH2:41]1.[NH2:14][c:15]1[n:16][c:17]2[n:18]([cH:19][c:20]([C:23]([N:24]([CH3:25])[O:26][CH3:27])=[O:28])[cH:21][cH:22]2)[c:29]1-[c:30]1[cH:31][cH:32][cH:33][cH:34][cH:35]1.[OH2:36]>>[c:2]1([C:23]([c:20]2[cH:19][n:18]3[c:17]([n:16][c:15]([NH2:14])[c:29]3-[c:30]3[cH:31][cH:32][cH:33][cH:34][cH:35]3)[cH:22][cH:21]2)=[O:28])[c:3]([F:8])[cH:4][cH:5][cH:6][cH:7]1. Run in C(C)#N.ClCCl (acetonitrile dichloromethane). Yield: 90.6%. Reported procedure: To a solution of tert-butyl {2-[1-(6-cyanopyridin-2-ylmethyl)-2-cyclopropyl-2-oxoethyl]-5-methoxyphenyl}carbamate (290 mg) in acetonitrile/dichloromethane (2.3 mL/2.3 mL) was added trifluoroacetic acid (2.3 mL) under ice-cooling, and the mixture was stirred at room temperature for 2 days. The reaction mixture was concentrated under reduced pressure. The residue was dissolved in ethyl acetate and the resulting mixture was washed with a saturated aqueous sodium hydrogen carbonate solution. The org... The product is C1(CC1)C=1NC2=CC(=CC=C2C1CC1=CC=CC(=N1)C#N)OC (6-(2-Cyclopropyl-6-methoxy-1H-indol-3-ylmethyl)pyridine-2-carbonitrile). Reaction SMILES: [C:1]([C:3]1[N:8]=[C:7]([CH2:9][CH:10]([C:16]2[CH:21]=[CH:20][C:19]([O:22][CH3:23])=[CH:18][C:17]=2[NH:24]C(=O)OC(C)(C)C)[C:11]([CH:13]2[CH2:15][CH2:14]2)=O)[CH:6]=[CH:5][CH:4]=1)#[N:2].FC(F)(F)C(O)=O>C(#N)C.ClCCl>[CH:13]1([C:11]2[NH:24][C:17]3[C:16]([C:10]=2[CH2:9][C:7]2[N:8]=[C:3]([C:1]#[N:2])[CH:4]=[CH:5][CH:6]=2)=[CH:21][CH:20]=[C:19]([O:22][CH3:23])[CH:18]=3)[CH2:15][CH2:14]1 |f:2.3|. The reactants are C(#N)C1=CC=CC(=N1)CC(C(=O)C1CC1)C1=C(C=C(C=C1)OC)NC(OC(C)(C)C)=O (tert-butyl {2-[1-(6-cyanopyridin-2-ylmethyl)-2-cyclopropyl-2-oxoethyl]-5-methoxyphenyl}carbamate), FC(C(=O)O)(F)F (trifluoroacetic acid). Run at time 2 day.